From a dataset of the Open Reaction Database (ORD), a public repository of structured organic reaction records. describe an organic reaction: reactants, conditions, products, and yield The reactants are ClC(CCCCC(C#N)(C1=CC(=C(C=C1)OC)OC)SC1=CC=C(C=C1)C)C (α-(5-chlorohexyl)-3,4-dimethoxy-α-[(4-methylphenyl)thio]benzeneacetonitrile), Cl.COC=1C=C2CCNCC2=CC1OC (6,7-dimethoxy-1,2,3,4-tetrahydroisoquinoline hydrochloride). Product: COC=1C=C(C=CC1OC)C(C#N)(CCCCCCN1CC2=CC(=C(C=C2CC1)OC)OC)SC1=CC=C(C=C1)C (α-(3,4-Dimethoxyphenyl)-3,4-dihydro-6,7-dimethoxy-α-[(4-methylphenyl)thio]-2(1H)-isoquinolineoctanenitrile). Yield: 51.6%. RXN SMILES: Cl[CH:2]([CH3:28])[CH2:3][CH2:4][CH2:5][CH2:6][C:7]([S:20][C:21]1[CH:26]=[CH:25][C:24]([CH3:27])=[CH:23][CH:22]=1)([C:10]1[CH:15]=[CH:14][C:13]([O:16][CH3:17])=[C:12]([O:18][CH3:19])[CH:11]=1)[C:8]#[N:9].Cl.[CH3:30][O:31][C:32]1[CH:33]=[C:34]2[C:39](=[CH:40][C:41]=1[O:42][CH3:43])[CH2:38][NH:37][CH2:36][CH2:35]2>>[CH3:19][O:18][C:12]1[CH:11]=[C:10]([C:7]([S:20][C:21]2[CH:26]=[CH:25][C:24]([CH3:27])=[CH:23][CH:22]=2)([CH2:6][CH2:5][CH2:4][CH2:3][CH2:2][CH2:28][N:37]2[CH2:36][CH2:35][C:34]3[C:39](=[CH:40][C:41]([O:42][CH3:43])=[C:32]([O:31][CH3:30])[CH:33]=3)[CH2:38]2)[C:8]#[N:9])[CH:15]=[CH:14][C:13]=1[O:16][CH3:17] |f:1.2|. Procedure details: The procedure of Example 3 is repeated using 4.3 g of α-(5-chlorohexyl)-3,4-dimethoxy-α-[(4-methylphenyl)thio]benzeneacetonitrile and 4.25 g of 6,7-dimethoxy-1,2,3,4-tetrahydroisoquinoline hydrochloride. This affords 3.05 g of the desired product as a golden gum. Reactants: BrC=1C(=CC(=C(C1)[C@@]12NOC[C@@H]1[C@H](OC2)C)F)F ((3aR*,4R*,6aS*)-6a-(5-Bromo-2,4-difluorophenyl)-4-methylhexahydro furo[3,4-c]isoxazole), C(C)(=O)O (acetic acid). Reagents/catalysts: [Zn] (Zinc). Run in C1CCOC1 (THF). Run at time 8 hour. Product: N[C@@]1([C@@H]([C@H](OC1)C)CO)C1=C(C=C(C=C1)F)F (((2R*,3R*,4S*)-4-Amino-4-(2,4-difluorophenyl)-2-methyltetrahydrofuran-3-yl)methanol). Isolated yield 79.6%. As a reaction SMILES: Br[C:2]1[C:3]([F:18])=[CH:4][C:5]([F:17])=[C:6]([C@:8]23[CH2:15][O:14][C@H:13]([CH3:16])[C@H:12]2[CH2:11][O:10][NH:9]3)[CH:7]=1.C(O)(=O)C>C1COCC1.[Zn]>[NH2:9][C@@:8]1([C:6]2[CH:7]=[CH:2][C:3]([F:18])=[CH:4][C:5]=2[F:17])[CH2:15][O:14][C@H:13]([CH3:16])[C@H:12]1[CH2:11][OH:10]. Reported procedure: (3aR*,4R*,6aS*)-6a-(5-Bromo-2,4-difluorophenyl)-4-methylhexahydro furo[3,4-c]isoxazole (200 mg, 0.62 mmol) was dissolved in THF (10 mL). Zinc dust (0.49 g, 7.50 mmol) was added, followed by acetic acid (143 μl, 2.50 mmol) and the reaction was stirred at room temperature overnight. The reaction was filtered through Celite®, washing with MeOH and the filtrate was concentrated in vacuo. The residue was basified with saturated NaHCO3 and DCM added. The mixture was filtered and the layers separated. ... Starting materials: [Ag+], F[B-](F)(F)F, ClCCl, Cc1c(Nc2ccc([Si](C)(C)C)cc2F)c([N+](=O)[O-])c2n(c1=O)CCO2, ClI. Yields the product Cc1c(Nc2ccc(I)cc2F)c([N+](=O)[O-])c2n(c1=O)CCO2. As a reaction SMILES: [Ag+:37].[B-:32]([F:33])([F:34])([F:35])[F:36].[Cl:29][CH2:30][Cl:31].[F:1][c:2]1[c:3]([NH:12][c:13]2[c:14]([N+:24](=[O:25])[O-:26])[c:15]3[n:16]([c:17](=[O:20])[c:18]2[CH3:19])[CH2:21][CH2:22][O:23]3)[cH:4][cH:5][c:6]([Si:8]([CH3:9])([CH3:10])[CH3:11])[cH:7]1.[I:27][Cl:28]>>[F:1][c:2]1[c:3]([NH:12][c:13]2[c:14]([N+:24](=[O:25])[O-:26])[c:15]3[n:16]([c:17](=[O:20])[c:18]2[CH3:19])[CH2:21][CH2:22][O:23]3)[cH:4][cH:5][c:6]([I:27])[cH:7]1. Reactants: [OH-].[Na+] (sodium hydroxide), N[C@H](CC1=CC=CC=C1)C(=O)O (D-phenylalanine), ClC(=O)OCC1=CC=CC=C1 (benzyl chloroformate). Solvent: aqueous solution. Run at time 20 minute. The product is C(C1=CC=CC=C1)OC(=O)N[C@H](CC1=CC=CC=C1)C(=O)O (1--N-(BENZYLOXYCARBONYL)-D-PHENYLALANINE). Reaction SMILES: [NH2:1][C@@H:2]([C:10]([OH:12])=[O:11])[CH2:3][C:4]1[CH:9]=[CH:8][CH:7]=[CH:6][CH:5]=1.[OH-].[Na+].Cl[C:16]([O:18][CH2:19][C:20]1[CH:25]=[CH:24][CH:23]=[CH:22][CH:21]=1)=[O:17]>>[CH2:19]([O:18][C:16]([NH:1][C@@H:2]([C:10]([OH:12])=[O:11])[CH2:3][C:4]1[CH:9]=[CH:8][CH:7]=[CH:6][CH:5]=1)=[O:17])[C:20]1[CH:25]=[CH:24][CH:23]=[CH:22][CH:21]=1 |f:1.2|. Procedure: A 15.0 g sample of D-phenylalanine was dissolved in 45 ml of aqueous solution containing 7.26 g of 50% sodium hydroxide. This solution was stirred at 0°-10° C. as 16.3 g of benzyl chloroformate was added rapidly in portions. The resulting reaction was mildly exothermic, and shortly after addition, solids precipitated. An additional 45 ml of water and 3.63 g of 50% sodium hydroxide were added, causing most of the solids to redissolve. The reaction mixture was stirred for 20 minutes and then acidi... Product: CC(C)(C)OC(=O)N1CCC(C(=O)OC2CCC3(C)C(C2)C(=O)CC2C4CCC(=O)C4(C)CCC23)CC1. Reactants: CC(C)(C)OC(=O)N1CCC(C(=O)O)CC1, CC12CCC3C(CC(=O)C4CC(O)CCC43C)C1CCC2=O. RXN SMILES: [C:23]([CH3:24])([CH3:25])([CH3:26])[O:27][C:28](=[O:29])[N:30]1[CH2:31][CH2:32][CH:33]([C:36](=[O:37])[OH:38])[CH2:34][CH2:35]1.[OH:1][CH:2]1[CH2:3][CH:4]2[C:5](=[O:22])[CH2:6][CH:7]3[CH:8]4[CH2:9][CH2:10][C:11](=[O:21])[C:12]4([CH3:13])[CH2:14][CH2:15][CH:16]3[C:17]2([CH3:20])[CH2:18][CH2:19]1>>[O:1]([CH:2]1[CH2:3][CH:4]2[C:5](=[O:22])[CH2:6][CH:7]3[CH:8]4[CH2:9][CH2:10][C:11](=[O:21])[C:12]4([CH3:13])[CH2:14][CH2:15][CH:16]3[C:17]2([CH3:20])[CH2:18][CH2:19]1)[C:36]([CH:33]1[CH2:32][CH2:31][N:30]([C:28]([O:27][C:23]([CH3:24])([CH3:25])[CH3:26])=[O:29])[CH2:35][CH2:34]1)=[O:37]. Reactants: C1(=CC=CC=C1)COC(=O)NCCC1=CC=C(C=C1)NS(=O)(=O)C1=CC=CC=C1 (N-[4-[2-[(phenylmethoxycarbonyl)amino]ethyl]phenyl]benzenesulfonamide). The reagents and catalysts are [OH-].[OH-].[Pd+2] (palladium hydroxide on carbon). Run in CO (methanol). Yields the product NCCC1=CC=C(C=C1)NS(=O)(=O)C1=CC=CC=C1 (N-[4-(2-aminoethyl)phenyl]benzenesulfonamide). Yield: 89.2%. Reaction SMILES: C1(COC([NH:11][CH2:12][CH2:13][C:14]2[CH:19]=[CH:18][C:17]([NH:20][S:21]([C:24]3[CH:29]=[CH:28][CH:27]=[CH:26][CH:25]=3)(=[O:23])=[O:22])=[CH:16][CH:15]=2)=O)C=CC=CC=1>CO.[OH-].[OH-].[Pd+2]>[NH2:11][CH2:12][CH2:13][C:14]1[CH:15]=[CH:16][C:17]([NH:20][S:21]([C:24]2[CH:25]=[CH:26][CH:27]=[CH:28][CH:29]=2)(=[O:23])=[O:22])=[CH:18][CH:19]=1 |f:2.3.4|. Procedure details: A solution of 600 mg (1.46 mmol) of Cbz amine from Example 5 in 18 mL of methanol was stirred over 20% palladium hydroxide on carbon under an atmosphere of hydrogen for 2.5 h. The reaction mixture was filtered through a Celite pad and concentrated to give 360 mg (89%) of a white solid: 1H NMR (400 MHz, CD3OD) δ7.73 (d, 2H, J=7.1 Hz), 7.52 (t, 1H, J=7.4 Hz), 7.44 (t, 2H, J=7.5 Hz), 7.04 (d, 2H, J=8.7 Hz), 6.99 (d, 2H, J=8.6 Hz), 2.82 (t, 2H, J=7.3 Hz), 2.66 (t, 2H, J=7.3 Hz). Starting materials: CC(C)(C)OC(=O)N1CCC(c2ncnc3cc(F)ccc23)CC1, CC(C)(C)[O-], CS(C)=O, [K+], [Na+], O=C([O-])O, OCCO. Reaction SMILES: [C:11]([CH3:12])([CH3:13])([CH3:14])[O:15][C:16](=[O:17])[N:18]1[CH2:19][CH2:20][CH:21]([c:24]2[n:25][cH:26][n:27][c:28]3[cH:29][c:30]([F:34])[cH:31][cH:32][c:33]23)[CH2:22][CH2:23]1.[CH3:1][C:2]([CH3:3])([O-:4])[CH3:5].[CH3:35][S:36]([CH3:37])=[O:38].[K+:6].[Na+:43].[O-:39][C:40]([OH:41])=[O:42].[OH:7][CH2:8][CH2:9][OH:10]>>[O:7]([CH2:8][CH2:9][OH:10])[c:30]1[cH:29][c:28]2[n:27][cH:26][n:25][c:24]([CH:21]3[CH2:20][CH2:19][N:18]([C:16]([O:15][C:11]([CH3:12])([CH3:13])[CH3:14])=[O:17])[CH2:23][CH2:22]3)[c:33]2[cH:32][cH:31]1. The product is CC(C)(C)OC(=O)N1CCC(c2ncnc3cc(OCCO)ccc23)CC1. Starting materials: CC(C(=O)[O-])C1CCN2C1=C(C=1C(=CC(=CC21)F)Br)SC2=CC=C(C=C2)Cl ((+/−)-methyl[8-bromo-9-[(4-chlorophenyl)sulfanyl]-6-fluoro-2,3-dihydro-1H-pyrrolo[1,2-a]indol-1-yl]acetate), N1=CC=CC2=CC=CC(=C12)B(O)O (quinolin-8-ylboronic acid). The product is ClC1=CC=C(C=C1)SC1=C2N(C=3C=C(C=C(C13)C=1C=CC=C3C=CC=NC13)F)CCC2CC(=O)O ((+/−)-{9-[(4-CHLOROPHENYL)THIO]-6-FLUORO-8-QUINOLIN-8-YL-2,3-DIHYDRO-1H-PYRROLO[1,2-a]INDOL-1-YL}ACETIC ACID). Reaction SMILES: C[CH:2]([CH:6]1[C:10]2=[C:11]([S:20][C:21]3[CH:26]=[CH:25][C:24]([Cl:27])=[CH:23][CH:22]=3)[C:12]3[C:13](Br)=[CH:14][C:15]([F:18])=[CH:16][C:17]=3[N:9]2[CH2:8][CH2:7]1)[C:3]([O-:5])=[O:4].[N:28]1[C:37]2[C:32](=[CH:33][CH:34]=[CH:35][C:36]=2B(O)O)[CH:31]=[CH:30][CH:29]=1>>[Cl:27][C:24]1[CH:25]=[CH:26][C:21]([S:20][C:11]2[C:12]3[C:13]([C:36]4[CH:35]=[CH:34][CH:33]=[C:32]5[C:37]=4[N:28]=[CH:29][CH:30]=[CH:31]5)=[CH:14][C:15]([F:18])=[CH:16][C:17]=3[N:9]3[CH2:8][CH2:7][CH:6]([CH2:2][C:3]([OH:5])=[O:4])[C:10]=23)=[CH:22][CH:23]=1. Reported procedure: Starting from (+/−)-methyl[8-bromo-9-[(4-chlorophenyl)sulfanyl]-6-fluoro-2,3-dihydro-1H-pyrrolo[1,2-a]indol-1-yl]acetate (Example 7, Step 9) and quinolin-8-ylboronic acid, the title compound was synthesized following the procedures described in Example 108.